From a dataset of the Open Reaction Database (ORD), a public repository of structured organic reaction records. describe an organic reaction: reactants, conditions, products, and yield The reactants are ClC=1C=C(C=NC1OC(C)C)OCC1=CC(=C(C(=O)O)C=C1F)F (4-{[(5-chloro-6-isopropoxypyridin-3-yl)oxy]methyl}-2,5-difluorobenzoic acid), Cl.CN(CCCN=C=NCC)C (1-(3-dimethylaminopropyl)-3-ethylcarbodiimide hydrochloride), crude material, N1(CCC1)S(=O)(=O)N (azetidine-1-sulfonamide). Reagents/catalysts: CN(C1=CC=NC=C1)C (4-dimethylaminopyridine). Solvent: ClCCl (dichloromethane), CS(=O)C (dimethylsulphoxide). Run at time 18 hour. Product: N1(CCC1)S(=O)(=O)NC(C1=C(C=C(C(=C1)F)COC=1C=NC(=C(C1)Cl)OC(C)C)F)=O (N-(azetidin-1-ylsulfonyl)-4-{[(5-chloro-6-isopropoxypyridin-3-yl)oxy]methyl}-2,5-difluorobenzamide). The yield is 20.3%. Reaction SMILES: [Cl:1][C:2]1[CH:3]=[C:4]([O:12][CH2:13][C:14]2[C:22]([F:23])=[CH:21][C:17]([C:18]([OH:20])=O)=[C:16]([F:24])[CH:15]=2)[CH:5]=[N:6][C:7]=1[O:8][CH:9]([CH3:11])[CH3:10].Cl.CN(C)CCCN=C=NCC.[N:37]1([S:41]([NH2:44])(=[O:43])=[O:42])[CH2:40][CH2:39][CH2:38]1>ClCCl.CN(C)C1C=CN=CC=1.CS(C)=O>[N:37]1([S:41]([NH:44][C:18](=[O:20])[C:17]2[CH:21]=[C:22]([F:23])[C:14]([CH2:13][O:12][C:4]3[CH:5]=[N:6][C:7]([O:8][CH:9]([CH3:10])[CH3:11])=[C:2]([Cl:1])[CH:3]=3)=[CH:15][C:16]=2[F:24])(=[O:43])=[O:42])[CH2:40][CH2:39][CH2:38]1 |f:1.2|. Reported procedure: To a solution of 4-{[(5-chloro-6-isopropoxypyridin-3-yl)oxy]methyl}-2,5-difluorobenzoic acid (Preparation 15, 100 mg, 0.28 mmol) in dichloromethane (3 mL) was added 1-(3-dimethylaminopropyl)-3-ethylcarbodiimide hydrochloride (80 mg, 0.42 mmol) and 4-dimethylaminopyridine (51 mg, 0.42 mmol). The reaction was allowed to stir at room temperature for 20 minutes, before the addition of azetidine-1-sulfonamide (Preparation 19, 57 mg, 0.42 mmol). The reaction was stirred at room temperature for 18 hour...